This data is from the Open Reaction Database (ORD), a public repository of structured organic reaction records. The task is: describe an organic reaction: reactants, conditions, products, and yield The reactants are S(=O)(=O)([O-])OOS(=O)(=O)[O-].[Na+].[Na+] (sodium persulfate), C1(\C=C/C(=O)O1)=O (maleic anhydride), OO (hydrogen peroxide), [OH-].[Na+] (sodium hydroxide), C(C=C)(=O)O (acrylic acid). Solvent: O (water), O (water), O (water). Conditions: time 50 minute. Product: C(C=C)(=O)O.C(\C=C/C(=O)O)(=O)O (acrylic acid maleic acid). Reaction SMILES: C1(=O)[O:6][C:4](=[O:5])[CH:3]=[CH:2]1.[OH-].[Na+].[C:10]([OH:14])(=[O:13])[CH:11]=[CH2:12].OO.S(OOS([O-])(=O)=O)([O-])(=O)=O.[Na+].[Na+]>O>[C:4]([OH:6])(=[O:5])[CH:3]=[CH2:2].[C:4]([OH:6])(=[O:5])/[CH:12]=[CH:11]\[C:10]([OH:14])=[O:13] |f:1.2,5.6.7,9.10|. Reported procedure: First of all, 310 g of ion-exchanged water and 400 g of maleic anhydride (473.7 g as maleic acid) were charged into a SUS-made separable flask of 5 liters in capacity as fitted with a reflux condenser, a stirrer, and a thermometer. Thereto, 708.3 g of 48 wt % aqueous sodium hydroxide solution (hereinafter referred to as 48%NaOHaq) was gradually added under stirring, so that the initial neutralization degree was 85 mol %, and that the initial solid component concentration was 50.9 wt %. Thereafte... Reactants: N1N=CC2=CC=CN=C12 (7-aza indazole), BrCC(=O)OCC (ethyl bromoacetate), C(=O)([O-])[O-].[K+].[K+] (K2CO3). Run in C(C)(=O)OCC (ethyl acetate), CN(C)C=O (DMF). Reaction conditions: temperature 70 celsius, time 16 hour. The product is C(C)OC(CN1N=CC=2C1=NC=CC2)=O (Pyrazolo[3,4-b]pyridin-1-yl-acetic acid ethyl ester). The yield is 49.0%. RXN SMILES: [NH:1]1[C:9]2[C:4](=[CH:5][CH:6]=[CH:7][N:8]=2)[CH:3]=[N:2]1.Br[CH2:11][C:12]([O:14][CH2:15][CH3:16])=[O:13].C([O-])([O-])=O.[K+].[K+]>CN(C=O)C.C(OCC)(=O)C>[CH2:15]([O:14][C:12](=[O:13])[CH2:11][N:1]1[C:9]2=[N:8][CH:7]=[CH:6][CH:5]=[C:4]2[CH:3]=[N:2]1)[CH3:16] |f:2.3.4|. Reported procedure: To a solution of 7-aza indazole (250 mg, 2.1 mmol) and ethyl bromoacetate (0.47 mL, 4.2 mmol) in DMF (8 mL) was added K2CO3 (1.16 gm, 8.4 mmol) and the resulting mixture stirred at 70° C. for 16 hours. The reaction mixture was cooled to room temperature and diluted with ethyl acetate (20 mL). The organic layer was washed with water (2×5 mL), brine (5 mL), dried over sodium sulphate, filtered and concentrated under reduced pressure. The crude material was purified using silica gel column chromato... Procedure: 1 g (0.33 mmole) of 4-(2,6-dichloroanilino)-3-thiophenacetic acid and 0.7 g (0.33 mmole) of phosphorus pentachloride are stirred in 10 ml of toluene at room temperature for half an hour. The mixture is extracted with water and sodium bicarbonate solution, clarified with bleaching earth (for example Tonsil®) and concentrated. Recrystallization of the residue from isopropanol yields N-(2,6-dichlorophenyl)-2,3-dihydro-2-oxothieno[3,4-b]pyrrole (m. 187° to 188°). The solvent is C1(=CC=CC=C1)C (toluene). The reactants are ClC1=C(NC=2C(=CSC2)CC(=O)O)C(=CC=C1)Cl (4-(2,6-dichloroanilino)-3-thiophenacetic acid), P(Cl)(Cl)(Cl)(Cl)Cl (phosphorus pentachloride). As a reaction SMILES: [Cl:1][C:2]1[CH:17]=[CH:16][CH:15]=[C:14]([Cl:18])[C:3]=1[NH:4][C:5]1[C:6]([CH2:10][C:11](O)=[O:12])=[CH:7][S:8][CH:9]=1.P(Cl)(Cl)(Cl)(Cl)Cl>C1(C)C=CC=CC=1>[Cl:1][C:2]1[CH:17]=[CH:16][CH:15]=[C:14]([Cl:18])[C:3]=1[N:4]1[C:11](=[O:12])[CH2:10][C:6]2=[CH:7][S:8][CH:9]=[C:5]12. Product: ClC1=C(C(=CC=C1)Cl)N1C=2C(CC1=O)=CSC2 (N-(2,6-dichlorophenyl)-2,3-dihydro-2-oxothieno[3,4-b]pyrrole).